Dataset: the Open Reaction Database (ORD), a public repository of structured organic reaction records. Task: describe an organic reaction: reactants, conditions, products, and yield The reactants are Br, O=C([O-])O, CCc1cc(C(=O)Cl)cs1, CC#N, C[Si](C)(C)C=[N+]=[N-], [Na+]. The product is CCc1cc(C(=O)CBr)cs1. RXN SMILES: [BrH:18].[C:19](=[O:20])([OH:21])[O-:22].[CH2:1]([CH3:2])[c:3]1[cH:4][c:5]([C:8](=[O:9])[Cl:10])[cH:6][s:7]1.[CH3:24][C:25]#[N:26].[N+:11](=[CH:13][Si:12]([CH3:14])([CH3:15])[CH3:16])=[N-:17].[Na+:23]>>[CH2:1]([CH3:2])[c:3]1[cH:4][c:5]([C:8](=[O:9])[CH2:13][Br:18])[cH:6][s:7]1. Starting materials: COC1=CC=C(C=C1)CC(=O)NN (4-methoxy-phenylacetic acid hydrazide), ClC=1N=NC(=CC1)C=1SC=CC1 (3-chloro-6-thiophen-2-yl-pyridazine). The product is COC1=CC=C(CC2=NN=C3N2N=C(C=C3)C=3SC=CC3)C=C1 (3-(4-Methoxy-benzyl)-6-thiophen-2-yl-[1,2,4]triazolo[4,3-b]pyridazine). Reaction SMILES: [CH3:1][O:2][C:3]1[CH:8]=[CH:7][C:6]([CH2:9][C:10]([NH:12][NH2:13])=O)=[CH:5][CH:4]=1.Cl[C:15]1[N:16]=[N:17][C:18]([C:21]2[S:22][CH:23]=[CH:24][CH:25]=2)=[CH:19][CH:20]=1>>[CH3:1][O:2][C:3]1[CH:8]=[CH:7][C:6]([CH2:9][C:10]2[N:16]3[N:17]=[C:18]([C:21]4[S:22][CH:23]=[CH:24][CH:25]=4)[CH:19]=[CH:20][C:15]3=[N:13][N:12]=2)=[CH:5][CH:4]=1. Procedure: The title compound was prepared as described in Example 17 from 4-methoxy-phenylacetic acid hydrazide (1.39 mmol) and 3-chloro-6-thiophen-2-yl-pyridazine (0.32 mmol) as a pale orange solid. 1H NMR (CD3OD) δ 8.17 (1H, d, J=9.8 Hz), 7.92 (1H, dd, J=3.8 Hz, 1.2 Hz), 7.88 (1H, d, J =9.9 Hz), 7.74 (1H, dd, J=5.0 Hz, 1.0 Hz), 7.40 (2H, d, J=8.8 Hz), 7.23 (1H, dd, J =5.0 Hz, 3.8 Hz), 6.88 (2H, d, J=8.9 Hz,), 4.51 (s, 2H), 3.75 (3H, s). ESI-MS (m/z): Calcd for C17H14N4OS: 322.1; found 323.2 (M+H). Starting materials: O=C([O-])[O-], NC(=O)C1(c2ccccc2)CCN(C(=O)c2cc(-c3ccc(Cl)cc3Cl)c(-c3ccc(O)cc3)s2)CC1, OCCCCl, [K+], [K+], CN(C)C=O. Yields the product NC(=O)C1(c2ccccc2)CCN(C(=O)c2cc(-c3ccc(Cl)cc3Cl)c(-c3ccc(OCCCO)cc3)s2)CC1. As a reaction SMILES: [C:38](=[O:39])([O-:40])[O-:41].[Cl:1][c:2]1[c:3](-[c:9]2[cH:10][c:11]([C:21](=[O:22])[N:23]3[CH2:24][CH2:25][C:26]([C:29](=[O:30])[NH2:31])([c:32]4[cH:33][cH:34][cH:35][cH:36][cH:37]4)[CH2:27][CH2:28]3)[s:12][c:13]2-[c:14]2[cH:15][cH:16][c:17]([OH:20])[cH:18][cH:19]2)[cH:4][cH:5][c:6]([Cl:8])[cH:7]1.[Cl:44][CH2:45][CH2:46][CH2:47][OH:48].[K+:42].[K+:43].[O:49]=[CH:50][N:51]([CH3:52])[CH3:53]>>[Cl:1][c:2]1[c:3](-[c:9]2[cH:10][c:11]([C:21](=[O:22])[N:23]3[CH2:24][CH2:25][C:26]([C:29](=[O:30])[NH2:31])([c:32]4[cH:33][cH:34][cH:35][cH:36][cH:37]4)[CH2:27][CH2:28]3)[s:12][c:13]2-[c:14]2[cH:15][cH:16][c:17]([O:20][CH2:45][CH2:46][CH2:47][OH:48])[cH:18][cH:19]2)[cH:4][cH:5][c:6]([Cl:8])[cH:7]1. The reactants are O.O.O.O.O.O.O.O.O.[S-2].[Na+].[Na+] (sodium sulfide nonahydrate), Cl (hydrochloric acid), ClC=1C=[N+](C=CN1)[O-] (3-chloropyrazine-1-oxide), ClCSC#N (chloromethylthiocyanate). Run in CN(C=O)C (dimethylformamide), CN(C=O)C (dimethylformamide). Product: S(C#N)CSC=1C=[N+](C=CN1)[O-] (3-(thiocyanatomethylthio)pyrazine-1-oxide). RXN SMILES: O.O.O.O.O.O.O.O.O.[S-2:10].[Na+].[Na+].Cl[C:14]1[CH:15]=[N+:16]([O-:20])[CH:17]=[CH:18][N:19]=1.Cl[CH2:22][S:23][C:24]#[N:25].Cl>CN(C)C=O>[S:23]([CH2:22][S:10][C:14]1[CH:15]=[N+:16]([O-:20])[CH:17]=[CH:18][N:19]=1)[C:24]#[N:25] |f:0.1.2.3.4.5.6.7.8.9.10.11|. Reported procedure: To a vigorously stirred solution of 9.6 grams (0.04 mole) of sodium sulfide nonahydrate in 100 milliliters of dimethylformamide was gradually added 5.2 grams (0.04 mole) of 3-chloropyrazine-1-oxide in 50 milliliters of dimethylformamide. The reaction mixture was stirred overnight at 45°-50° C. Thereafter, 4.3 grams (0.04 mole) of chloromethylthiocyanate were gradually added and the mixture stirred for 4 hours. At the completion of the reaction, the dimethylformamide was removed by evaporation un... Run at time 8 hour. The reactants are C(C)(=O)SCC(C(=O)N1[C@H](C(=O)O)CCC1)CSC(C)=O ((2-Acetylthiomethyl-3-(acetylthio)propanoyl]-L-proline), Cl (hydrochloric acid). The solvent is O (water), N (ammonia). Yields the product SCC(C(=O)N1[C@H](C(=O)O)CCC1)CS (1-(2-Mercaptomethyl-3-mercaptopropanoyl)-L-proline). As a reaction SMILES: C([S:4][CH2:5][CH:6]([CH2:17][S:18]C(=O)C)[C:7]([N:9]1[CH2:16][CH2:15][CH2:14][C@H:10]1[C:11]([OH:13])=[O:12])=[O:8])(=O)C.Cl>O.N>[SH:4][CH2:5][CH:6]([CH2:17][SH:18])[C:7]([N:9]1[CH2:16][CH2:15][CH2:14][C@H:10]1[C:11]([OH:13])=[O:12])=[O:8]. Procedure details: 1-[(2-Acetylthiomethyl-3-(acetylthio)propanoyl]-L-proline (1.2 g.) is dissolved in a mixture of water (12 ml.) and concentrated ammonia (12 ml.) under an atmosphere of argon. After twenty minutes, the mixture is acidified with concentrated hydrochloric acid. The crystalline precipitate 1-(2-mercaptomethyl-3-mercaptopropanoyl)-L-proline is filtered and dried, yield 0.63 g., m.p. 138°-140°. Reactants: COC(CC1=NNC(C2=CC=CC=C12)=O)=O (methyl-4-oxo-3-H-phthalazin-1-ylacetate), C=O (formaldehyde). Run in CO (methanol). Product: COC(CC1=NN(C(C2=CC=CC=C12)=O)CO)=O (Methyl-3-hydroxymethyl-4-oxo-3-H-phthalazin-1-ylacetate). RXN SMILES: [CH3:1][O:2][C:3](=[O:16])[CH2:4][C:5]1[C:14]2[C:9](=[CH:10][CH:11]=[CH:12][CH:13]=2)[C:8](=[O:15])[NH:7][N:6]=1.[CH2:17]=[O:18]>CO>[CH3:1][O:2][C:3](=[O:16])[CH2:4][C:5]1[C:14]2[C:9](=[CH:10][CH:11]=[CH:12][CH:13]=2)[C:8](=[O:15])[N:7]([CH2:17][OH:18])[N:6]=1. Procedure: A mixture of methyl-4-oxo-3-H-phthalazin-1-ylacetate (2.18 g), methanol (50 ml) and aqueous formaldehyde (37% concentration, 10 ml) was refluxed for 40 hours. The reaction mixture was cooled to room temperature and then poured onto water (50 ml). The resulting solid was collected and crystallized from methanol (yield: 0.5 g; m.p. 154°-155° C.). Procedure details: A solution of 5-bromonicotinamide (100 mg, 0.5 mmol), sodium azide (65 mg, 1.0 mmol), CuI (19.5 mg, 0.05 mmol), (1S,2S)—N1,N2-dimethylcyclohexane-1,2-diamine (11 mg, 0.08 mmol) and sodium ascorbate (5.0 mg, 0.03 mmol) in EtOH (0.7 mL) and H2O (0.3 mL) was degassed for 5 min before heated at reflux for 1.0 h. After cooled to rt, the mixture was extracted with EtOAc. The organic layer was washed with brine and dried over Na2SO4. After removal of the solvent, the crude was purified by silica gel co... Yields the product N(=[N+]=[N-])C=1C=NC=C(C(=O)N)C1 (5-Azidonicotinamide). Reagents/catalysts: [Cu]I (CuI). The solvent is CCO (EtOH), O (H2O). Starting materials: BrC=1C=NC=C(C(=O)N)C1 (5-bromonicotinamide), [N-]=[N+]=[N-].[Na+] (sodium azide), CN[C@@H]1[C@H](CCCC1)NC ((1S,2S)—N1,N2-dimethylcyclohexane-1,2-diamine), O=C1C(O)=C([O-])[C@H](O1)[C@@H](O)CO.[Na+] (sodium ascorbate). Reaction SMILES: Br[C:2]1[CH:3]=[N:4][CH:5]=[C:6]([CH:10]=1)[C:7]([NH2:9])=[O:8].[N-:11]=[N+:12]=[N-:13].[Na+].CN[C@H]1CCCC[C@@H]1NC.O=C1O[C@H]([C@H](CO)O)C([O-])=C1O.[Na+]>CCO.O.[Cu]I>[N:11]([C:2]1[CH:3]=[N:4][CH:5]=[C:6]([CH:10]=1)[C:7]([NH2:9])=[O:8])=[N+:12]=[N-:13] |f:1.2,4.5|. Starting materials: CO, CC(=O)O, Cl, O=C(O)c1ccccc1[N+](=O)[O-], Cl[Sn]Cl. The product is O=C(O)c1ccccc1. Reaction SMILES: [CH3:16][OH:17].[CH3:18][C:19](=[O:20])[OH:21].[ClH:22].[N+:1]([O-:2])(=[O:3])[c:4]1[c:5]([C:6](=[O:7])[OH:8])[cH:9][cH:10][cH:11][cH:12]1.[Sn:13]([Cl:14])[Cl:15]>>[cH:4]1[c:5]([C:6](=[O:7])[OH:8])[cH:9][cH:10][cH:11][cH:12]1.